From a dataset of the Open Reaction Database (ORD), a public repository of structured organic reaction records. describe an organic reaction: reactants, conditions, products, and yield Starting materials: CCNC(=N)N, COc1ccccc1CC(=O)Cl, CC(C)=O, [Na+], [Na+], [Na+], O=S(=O)([O-])[O-], O=S(=O)([O-])[O-], [OH-]. Yields the product CCNC(=N)NC(=O)Cc1ccccc1OC. RXN SMILES: [CH2:3]([CH3:4])[NH:5][C:6](=[NH:7])[NH2:8].[CH3:21][O:22][c:23]1[c:24]([CH2:29][C:30](=[O:31])[Cl:32])[cH:25][cH:26][cH:27][cH:28]1.[CH3:33][C:34](=[O:35])[CH3:36].[Na+:14].[Na+:15].[Na+:2].[O-:16][S:17](=[O:18])(=[O:19])[O-:20].[O-:9][S:10](=[O:11])(=[O:12])[O-:13].[OH-:1]>>[CH2:3]([CH3:4])[NH:5][C:6](=[NH:7])[NH:8][C:30]([CH2:29][c:24]1[c:23]([O:22][CH3:21])[cH:28][cH:27][cH:26][cH:25]1)=[O:31]. Reactants: BrCCc1ccccc1, CN(C)C=O, O=Cc1cccc(O)c1. The product is O=Cc1cccc(OCCc2ccccc2)c1. RXN SMILES: [CH2:10]([CH2:11][c:12]1[cH:13][cH:14][cH:15][cH:16][cH:17]1)[Br:18].[O:19]=[CH:20][N:21]([CH3:22])[CH3:23].[OH:1][c:2]1[cH:3][c:4]([CH:5]=[O:6])[cH:7][cH:8][cH:9]1>>[O:1]([c:2]1[cH:3][c:4]([CH:5]=[O:6])[cH:7][cH:8][cH:9]1)[CH2:10][CH2:11][c:12]1[cH:13][cH:14][cH:15][cH:16][cH:17]1. Starting materials: C(O)([O-])=O.[Na+] (sodium hydrogencarbonate), OC1=C(C(N(C2=CC=CC=C12)C1=CC=CC=C1)=O)C(CC1=CC=CC=C1)=O (4-hydroxy-1-phenyl-3-phenylacetyl-quinolin-2(1H)-one), O.NN (hydrazine monohydrate). Run in CN(C)C=O (DMF). Run at temperature 105 celsius, time 4 hour. The product is C(C1=CC=CC=C1)C1=NNC2=C1C(N(C=1C=CC=CC21)C2=CC=CC=C2)=O (3-benzyl-5-phenyl-1H-pyrazolo[4,3-c]quinolin-4(5H)-one), crystal. The yield is 70.0%. As a reaction SMILES: O[C:2]1[C:11]2[C:6](=[CH:7][CH:8]=[CH:9][CH:10]=2)[N:5]([C:12]2[CH:17]=[CH:16][CH:15]=[CH:14][CH:13]=2)C(=O)[C:3]=1[C:19](=O)[CH2:20][C:21]1[CH:26]=[CH:25][CH:24]=[CH:23][CH:22]=1.O.[NH2:29][NH2:30].[C:31](=[O:34])([O-])O.[Na+]>CN(C=O)C>[CH2:20]([C:19]1[C:3]2[C:31](=[O:34])[N:5]([C:12]3[CH:17]=[CH:16][CH:15]=[CH:14][CH:13]=3)[C:6]3[CH:7]=[CH:8][CH:9]=[CH:10][C:11]=3[C:2]=2[NH:30][N:29]=1)[C:21]1[CH:26]=[CH:25][CH:24]=[CH:23][CH:22]=1 |f:1.2,3.4|. Procedure details: To a suspension of 4-hydroxy-1-phenyl-3-phenylacetyl-quinolin-2(1H)-one (255 mg, 0.72 mmol) produced in Synthesis Example 13 in DMF (7 mL) was added hydrazine monohydrate (purity of 80%, 0.12 mL), and the mixture was stirred at 100 to 110° C. for 4 hours. To the reaction solution was added a sodium hydrogencarbonate aqueous solution. The resulting precipitate was separated by filtration and dried to give 3-benzyl-5-phenyl-1H-pyrazolo[4,3-c]quinolin-4(5H)-one as a form of crystal (177 mg, yield 7...